From a dataset of the Open Reaction Database (ORD), a public repository of structured organic reaction records. describe an organic reaction: reactants, conditions, products, and yield The reactants are COC(=O)C1=NN(C(=N1)CN(C)C)C1=C(C=C(C=C1)Cl)C(C1=CC=CC=C1)=O (1-(2-benzoyl-4-chlorophenyl)-5-[(dimethylamino)-methyl]-1H-1,2,4-triazole-3-carboxylic acid methyl ester), N (ammonia). The solvent is CO (methanol). Conditions: time 7 hour. The product is Cl.C(C1=CC=CC=C1)(=O)C1=C(C=CC(=C1)Cl)N1N=C(N=C1CN(C)C)C(=O)N (1-(2-benzoyl-4-chlorophenyl)-5-[(dimethylamino)-methyl]-1H-1,2,4-triazole-3-carboxamide-hydrochloride). RXN SMILES: C[O:2][C:3]([C:5]1[N:9]=[C:8]([CH2:10][N:11]([CH3:13])[CH3:12])[N:7]([C:14]2[CH:19]=[CH:18][C:17]([Cl:20])=[CH:16][C:15]=2[C:21](=[O:28])[C:22]2[CH:27]=[CH:26][CH:25]=[CH:24][CH:23]=2)[N:6]=1)=O.[NH3:29]>CO>[ClH:20].[C:21]([C:15]1[CH:16]=[C:17]([Cl:20])[CH:18]=[CH:19][C:14]=1[N:7]1[C:8]([CH2:10][N:11]([CH3:13])[CH3:12])=[N:9][C:5]([C:3]([NH2:29])=[O:2])=[N:6]1)(=[O:28])[C:22]1[CH:23]=[CH:24][CH:25]=[CH:26][CH:27]=1 |f:3.4|. Procedure: 17.5 g (0.044 mole) of 1-(2-benzoyl-4-chlorophenyl)-5-[(dimethylamino)-methyl]-1H-1,2,4-triazole-3-carboxylic acid methyl ester (see Example 2) is covered over with 850 ml of methanol and 175 ml of concentrated aqueous ammonia solution. The reaction solution is stirred for 7 hours at room temperature, and afterwards concentrated in vacuo to dryness. Water is added to the residue, and extraction is performed twice with methylene chloride. The organic phase is washed twice with water and once with... Starting materials: COc1ccc2c(c1)CCC1C2CCC2(C)C(=O)CCC12, CC(=O)[O-], CO, ClCCl, [Na+], [Pt], O=S(=O)(O)O. The product is COc1ccc2c(c1)CCC1C2=CCC2(C)C(=O)CCC12. RXN SMILES: [CH3:1][O:2][c:3]1[cH:4][c:5]2[c:19]([cH:20][cH:21]1)[CH:9]1[CH:8]([CH2:7][CH2:6]2)[CH:16]2[C:12]([CH3:18])([CH2:11][CH2:10]1)[C:13](=[O:17])[CH2:14][CH2:15]2.[CH3:23][C:24](=[O:25])[O-:26].[CH3:32][OH:33].[Cl:34][CH2:35][Cl:36].[Na+:22].[Pt:37].[S:27](=[O:28])(=[O:29])([OH:30])[OH:31]>>[CH3:1][O:2][c:3]1[cH:4][c:5]2[c:19]([cH:20][cH:21]1)[C:9]1=[CH:10][CH2:11][C:12]3([CH3:18])[C:13](=[O:17])[CH2:14][CH2:15][CH:16]3[CH:8]1[CH2:7][CH2:6]2. The reactants are N#Cc1nn(-c2c(Cl)cc(C(F)(F)F)cc2Cl)c(Br)c1S(=O)(=O)C(F)(F)F, [Li]CCCC, CCCCCC, N#CSCc1ccccc1, C1CCOC1. Reaction SMILES: [Br:1][c:2]1[c:3]([S:21](=[O:22])(=[O:23])[C:24]([F:25])([F:26])[F:27])[c:4]([C:19]#[N:20])[n:5][n:6]1-[c:7]1[c:8]([Cl:18])[cH:9][c:10]([C:14]([F:15])([F:16])[F:17])[cH:11][c:12]1[Cl:13].[CH2:28]([Li:29])[CH2:30][CH2:31][CH3:32].[CH3:43][CH2:44][CH2:45][CH2:46][CH2:47][CH3:48].[N:33]#[C:34][S:35][CH2:36][c:37]1[cH:38][cH:39][cH:40][cH:41][cH:42]1.[O:49]1[CH2:50][CH2:51][CH2:52][CH2:53]1>>[c:2]1([S:35][CH2:36][c:37]2[cH:38][cH:39][cH:40][cH:41][cH:42]2)[c:3]([S:21](=[O:22])(=[O:23])[C:24]([F:25])([F:26])[F:27])[c:4]([C:19]#[N:20])[n:5][n:6]1-[c:7]1[c:8]([Cl:18])[cH:9][c:10]([C:14]([F:15])([F:16])[F:17])[cH:11][c:12]1[Cl:13]. Product: N#Cc1nn(-c2c(Cl)cc(C(F)(F)F)cc2Cl)c(SCc2ccccc2)c1S(=O)(=O)C(F)(F)F. Reactants: C(C)(=O)O (acetic acid), C(C)(=O)OC1N=C(C2=C(C3=C1N=C(NC3=O)C)C=CC(=C2)Cl)C2=CC=CC=C2 (5-(acetyloxy)-9-chloro-3-methyl-7-phenyl-5H-pyrimido[4,5-d][2]benzazepin-1(2H)-one), [OH-].[Na+] (sodium hydroxide), [OH-].[Na+] (sodium hydroxide). The solvent is ice water, CCOCC (ether). Reaction conditions: time 30 minute. Yields the product ClC1=CC2=C(C3=C(C(N=C2C2=CC=CC=C2)O)N=C(NC3=O)C)C=C1 (9-Chloro-5-hydroxy-3-methyl-7-phenyl-5H-pyrimido[4,5-d][2]benzazepin-1(2H)-one). Reaction SMILES: C([O:4][CH:5]1[C:11]2[N:12]=[C:13]([CH3:17])[NH:14][C:15](=[O:16])[C:10]=2[C:9]2[CH:18]=[CH:19][C:20]([Cl:22])=[CH:21][C:8]=2[C:7]([C:23]2[CH:28]=[CH:27][CH:26]=[CH:25][CH:24]=2)=[N:6]1)(=O)C.[OH-].[Na+].C(O)(=O)C>CCOCC>[Cl:22][C:20]1[CH:19]=[CH:18][C:9]2[C:10]3[C:15](=[O:16])[NH:14][C:13]([CH3:17])=[N:12][C:11]=3[CH:5]([OH:4])[N:6]=[C:7]([C:23]3[CH:24]=[CH:25][CH:26]=[CH:27][CH:28]=3)[C:8]=2[CH:21]=1 |f:1.2|. Procedure: A mixture of 2.1 g (5.3 mmol) of 5-(acetyloxy)-9-chloro-3-methyl-7-phenyl-5H-pyrimido[4,5-d][2]benzazepin-1(2H)-one and 50 mL of 3N sodium hydroxide was heated on a steam bath for 5 min. The reaction mixture was diluted with 200 mL of ice water and 50 mL of ether. The sodium hydroxide was neutralized with acetic acid and the resulting mixture stirred at room temperature for 30 min. The resulting precipitate was collected by filtration to give an off-white solid. Recrystallization from tetrahydro... The reactants are C(C)(C)(C)OC(=O)N1CCC(CC1)NN1C(CN(CC1)S(=O)(=O)C1=CC2=CC=C(C=C2C=C1)Cl)=O (1-[1-(tert-butoxycarbonyl)-4-piperidinylamino]-4-(6-chloronaphthalene-2-sulfonyl)-2-piperazinone), C(C)I (ethyl iodide). Yields the product ClC=1C=C2C=CC(=CC2=CC1)S(=O)(=O)N1CC(N(CC1)N(C1CCN(CC1)C1=CC=NC=C1)CC)=O (4-(6-Chloronaphthalene-2-sulfonyl)-1-{ethyl[1-(4-pyridyl)-4-piperidinyl]amino}-2-piperazinone). The yield is 590.5%. As a reaction SMILES: C(OC([N:8]1[CH2:13][CH2:12][CH:11]([NH:14][N:15]2[CH2:20][CH2:19][N:18]([S:21]([C:24]3[CH:33]=[CH:32][C:31]4[C:26](=[CH:27][CH:28]=[C:29]([Cl:34])[CH:30]=4)[CH:25]=3)(=[O:23])=[O:22])[CH2:17][C:16]2=[O:35])[CH2:10][CH2:9]1)=O)(C)(C)C.[CH2:36](I)[CH3:37]>>[Cl:34][C:29]1[CH:30]=[C:31]2[C:26](=[CH:27][CH:28]=1)[CH:25]=[C:24]([S:21]([N:18]1[CH2:19][CH2:20][N:15]([N:14]([CH2:36][CH3:37])[CH:11]3[CH2:12][CH2:13][N:8]([C:11]4[CH:12]=[CH:13][N:8]=[CH:9][CH:10]=4)[CH2:9][CH2:10]3)[C:16](=[O:35])[CH2:17]1)(=[O:22])=[O:23])[CH:33]=[CH:32]2. Procedure details: (Method A) Similarly to Method A in Example 38 and using 1-[1-(tert-butoxycarbonyl)-4-piperidinylamino]-4-(6-chloronaphthalene-2-sulfonyl)-2-piperazinone (1.57 g) and ethyl iodide (4.68 g) instead of methyl iodide, the title compound (4.68 g) was obtained as colorless crystals. Starting materials: OC(C(=O)O)(C)C (2-hydroxy-2-methylpropionic acid), C1(=CC=C(C=C1)S(=O)(=O)O)C (p-toluene sulfonic acid), C1(=CC(=CC=C1)C)C (m-xylene). The product is CC1(C(=O)OC(C(=O)O1)(C)C)C (tetramethyl glycolide). Reaction SMILES: [OH:1][C:2]([CH3:7])([CH3:6])[C:3]([OH:5])=[O:4].C1(C)C=CC(S(O)(=O)=[O:15])=CC=1.[C:19]1([CH3:26])[CH:24]=CC=C(C)[CH:20]=1>>[CH3:6][C:2]1([CH3:7])[O:1][C:20](=[O:15])[C:19]([CH3:26])([CH3:24])[O:5][C:3]1=[O:4]. Procedure: Crude tetramethyl glycolide was prepared by direct liquid phase synthesis from 2-hydroxy-2-methylpropionic acid using m-xylene as the solvent and p-toluene sulfonic acid as the catalyst. The mixture was refluxed using a Dean-Stark tube to remove water. Reactants: CC(=O)O[BH-](OC(C)=O)OC(C)=O, CO, ClC(Cl)Cl, COc1ccc2c(=O)ccn(CCN3CCC(N)CC3)c2c1, [Na+], O=Cc1cc2c(cn1)OCCO2. Product: COc1ccc2c(=O)ccn(CCN3CCC(NCc4cc5c(cn4)OCCO5)CC3)c2c1. RXN SMILES: [C:35]([O:36][BH-:37]([O:38][C:39](=[O:40])[CH3:41])[O:42][C:43](=[O:44])[CH3:45])(=[O:46])[CH3:47].[CH3:49][OH:50].[CH:51]([Cl:52])([Cl:53])[Cl:54].[NH2:1][CH:2]1[CH2:3][CH2:4][N:5]([CH2:8][CH2:9][n:10]2[cH:11][cH:12][c:13](=[O:22])[c:14]3[cH:15][cH:16][c:17]([O:20][CH3:21])[cH:18][c:19]23)[CH2:6][CH2:7]1.[Na+:48].[O:23]1[CH2:24][CH2:25][O:26][c:27]2[cH:28][n:29][c:30]([CH:33]=[O:34])[cH:31][c:32]21>>[NH:1]([CH:2]1[CH2:3][CH2:4][N:5]([CH2:8][CH2:9][n:10]2[cH:11][cH:12][c:13](=[O:22])[c:14]3[cH:15][cH:16][c:17]([O:20][CH3:21])[cH:18][c:19]23)[CH2:6][CH2:7]1)[CH2:33][c:30]1[n:29][cH:28][c:27]2[c:32]([cH:31]1)[O:23][CH2:24][CH2:25][O:26]2.